From a dataset of the Open Reaction Database (ORD), a public repository of structured organic reaction records. describe an organic reaction: reactants, conditions, products, and yield Reactants: C(C1=CC=CC=C1)N1C(=C(C2=CC=C(C=C12)O)C(=O)NCC1=CC(=C(C=C1)F)F)C(C)C (1-benzyl-N-(3,4-difluorobenzyl)-6-hydroxy-2-isopropyl-1H-indole-3-carboxamide), C(C1=CC=CC=C1)N1C(=C(C2=CC=C(C=C12)O)C(=O)NCC1=CC(=C(C=C1)F)F)C(C)C (1-benzyl-N-(3,4-difluorobenzyl)-6-hydroxy-2-isopropyl-1H-indole-3-carboxamide), C(=O)([O-])[O-].[K+].[K+] (K2CO3), C(C1=CC=CC=C1)Br (benzyl bromide), [Na+].[I-] (NaI). The solvent is CC(=O)C (acetone), CN(C)C=O (DMF). Yields the product C(C1=CC=CC=C1)N1C(=C(C2=CC=C(C=C12)OCC1=CC=CC=C1)C(=O)NCC1=CC(=C(C=C1)F)F)C(C)C (1-Benzyl-6-(benzyloxy)-N-(3,4-difluorobenzyl)-2-isopropyl-1H-indole-3-carboxamide). Reaction SMILES: [CH2:1]([N:8]1[C:16]2[C:11](=[CH:12][CH:13]=[C:14]([OH:17])[CH:15]=2)[C:10]([C:18]([NH:20][CH2:21][C:22]2[CH:27]=[CH:26][C:25]([F:28])=[C:24]([F:29])[CH:23]=2)=[O:19])=[C:9]1[CH:30]([CH3:32])[CH3:31])[C:2]1[CH:7]=[CH:6][CH:5]=[CH:4][CH:3]=1.C([O-])([O-])=O.[K+].[K+].[CH2:39](Br)[C:40]1[CH:45]=[CH:44][CH:43]=[CH:42][CH:41]=1.[Na+].[I-]>CN(C=O)C.CC(C)=O>[CH2:1]([N:8]1[C:16]2[C:11](=[CH:12][CH:13]=[C:14]([O:17][CH2:39][C:40]3[CH:45]=[CH:44][CH:43]=[CH:42][CH:41]=3)[CH:15]=2)[C:10]([C:18]([NH:20][CH2:21][C:22]2[CH:27]=[CH:26][C:25]([F:28])=[C:24]([F:29])[CH:23]=2)=[O:19])=[C:9]1[CH:30]([CH3:32])[CH3:31])[C:2]1[CH:7]=[CH:6][CH:5]=[CH:4][CH:3]=1 |f:1.2.3,5.6|. Procedure details: Following General Procedure A, 1-benzyl-N-(3,4-difluorobenzyl)-6-hydroxy-2-isopropyl-1H-indole-3-carboxamide (Compound 8, 10.7 mg, 0.025 mmol) in DMF (1.0 ml) and acetone (1.0 ml) was reacted with K2CO3 (10.0 mg, 0.074 mmol), benzyl bromide (14.0 μl, 0.12 mmol), and catalytic amount of NaI to yield the title compound as an off-white solid. Starting materials: BrC=1C=C(SC1)C=O (4-Bromo-thiophene-2-carbaldehyde), [NH4+].[Cl-] (NH4Cl), aldehyde, C(C)OC(CN=[N+]=[N-])=O (azido-acetic acid ethyl ester). Run in C(C)O (ethanol). Run at temperature 0 celsius, time 1 hour. Product: BrC1=CSC2=C1NC(=C2)C(=O)O (3-Bromo-4H-thieno[3,2-b]pyrrole-5-carboxylic acid). As a reaction SMILES: [Br:1][C:2]1[CH:3]=[C:4]([CH:7]=O)[S:5][CH:6]=1.C([O:11][C:12](=[O:17])[CH2:13][N:14]=[N+]=[N-])C.[NH4+].[Cl-]>C(O)C>[Br:1][C:2]1[C:3]2[NH:14][C:13]([C:12]([OH:17])=[O:11])=[CH:7][C:4]=2[S:5][CH:6]=1 |f:2.3|. Procedure details: 4-Bromo-thiophene-2-carbaldehyde was annulated according to Procedure H (aldehyde and azido-acetic acid ethyl ester added as ethanol solution (1.2 M of ester) such that reaction temperature maintained at 0° C.; reaction mixture allowed to warm to 10° C., stirred for 1 h, poured into cold saturated aqueous NH4Cl; after ether extractions, combined acrylate organic phases washed with water until aqueous phase was neutral; acrylate not purified). Starting materials: ClC(Cl)Cl, O=[Mn]=O, OCc1cc2n(n1)CSCC2. The product is O=Cc1cc2n(n1)CSCC2. As a reaction SMILES: [Cl:12][CH:13]([Cl:14])[Cl:15].[O:16]=[Mn:17]=[O:18].[n:1]1[c:2]([CH2:10][OH:11])[cH:3][c:4]2[n:9]1[CH2:8][S:7][CH2:6][CH2:5]2>>[n:1]1[c:2]([CH:10]=[O:11])[cH:3][c:4]2[n:9]1[CH2:8][S:7][CH2:6][CH2:5]2. Starting materials: O=C(n1ccnc1)n1ccnc1, CC(C)Oc1c(C(=O)O)oc2ccccc12, CCOC(C)=O, NCc1ccccc1, C1CCOC1. Yields the product CC(C)Oc1c(C(=O)NCc2ccccc2)oc2ccccc12. As a reaction SMILES: [C:17]([n:18]1[cH:19][cH:20][n:21][cH:22]1)([n:23]1[cH:24][cH:25][n:26][cH:27]1)=[O:28].[CH3:1][CH:2]([CH3:3])[O:4][c:5]1[c:6]([C:14](=[O:15])[OH:16])[o:7][c:8]2[c:9]1[cH:10][cH:11][cH:12][cH:13]2.[CH3:42][CH2:43][O:44][C:45](=[O:46])[CH3:47].[NH2:29][CH2:30][c:31]1[cH:32][cH:33][cH:34][cH:35][cH:36]1.[O:37]1[CH2:38][CH2:39][CH2:40][CH2:41]1>>[CH3:1][CH:2]([CH3:3])[O:4][c:5]1[c:6]([C:14](=[O:16])[NH:29][CH2:30][c:31]2[cH:32][cH:33][cH:34][cH:35][cH:36]2)[o:7][c:8]2[c:9]1[cH:10][cH:11][cH:12][cH:13]2.